describe an organic reaction: reactants, conditions, products, and yield From a dataset of the Open Reaction Database (ORD), a public repository of structured organic reaction records. Starting materials: C12CC3CC(CC(C1)C3)C2 (adamantane), Co(AA)3, Fe(AA)3, resultant mixture, C12CC3CC(CC(C1)C3)C2 (adamantane), ON1C(C=2C(C1=O)=CC=CC2)=O (N-hydroxyphthalimide), C(C)(=O)O (acetic acid). Product: C12(CC3CC(CC(C1)C3)C2)O (1-adamantanol), C12(CC3(CC(CC(C1)C3)C2)O)O (1,3-adamantanediol), C12C(C3CC(CC(C1)C3)C2)=O (adamantanone). Yield: 6.0%. As a reaction SMILES: [CH:1]12[CH2:10][CH:5]3[CH2:6][CH:7]([CH2:9][CH:3]([CH2:4]3)[CH2:2]1)[CH2:8]2.[OH:11]N1[C:16](=[O:17])[C:15]2=[CH:18][CH:19]=[CH:20][CH:21]=[C:14]2C1=O.[C:23]([OH:26])(=O)[CH3:24]>>[C:1]12([OH:11])[CH2:10][CH:5]3[CH2:6][CH:7]([CH2:9][CH:3]([CH2:4]3)[CH2:2]1)[CH2:8]2.[C:23]12([OH:26])[CH2:24][CH:7]3[CH2:6][CH:5]([CH2:10][C:1]([OH:11])([CH2:8]3)[CH2:2]1)[CH2:4]2.[CH:15]12[CH2:14][CH:21]3[CH2:20][CH:19]([CH2:8][CH:1]([CH2:2]3)[C:16]1=[O:17])[CH2:18]2. Procedure details: To 25 ml of acetic acid were added 10 mmol of adamantane, 1 mmol of N-hydroxyphthalimide and a binary co-catalyst [0.1 mmol of acetylacetonatocobalt Co(AA)3 and 0.4 mmol of acetylacetonatoiron Fe(AA)3 ]and the resultant mixture was stirred under an oxygen atmosphere at a temperature of 75° C. for 6 hours. The products in the reaction mixture were analyzed by gas chromatography, and, as a result, adamantane was converted into 1-adamantanol (yield 39%) , 1,3-adamantanediol (yield 49%) and adamanta... The reactants are Cl (hydrochloric acid), COC(C=1C=CC(=C(C1)C(=O)C1=CC(=CC=C1)F)F)OC ([5-(dimethoxymethyl)-2-fluorophenyl](3-fluorophenyl)methanone), C(O)([O-])=O.[Na+] (sodium hydrogencarbonate). The solvent is O1CCCC1 (tetrahydrofuran). Reaction conditions: time 1 hour. The product is FC1=C(C=C(C=O)C=C1)C(C1=CC(=CC=C1)F)=O (4-fluoro-3-(3-fluorobenzoyl)benzaldehyde). Yield: 100.3%. As a reaction SMILES: C[O:2][CH:3](OC)[C:4]1[CH:5]=[CH:6][C:7]([F:19])=[C:8]([C:10]([C:12]2[CH:17]=[CH:16][CH:15]=[C:14]([F:18])[CH:13]=2)=[O:11])[CH:9]=1.Cl.C(=O)([O-])O.[Na+]>O1CCCC1>[F:19][C:7]1[CH:6]=[CH:5][C:4]([CH:3]=[O:2])=[CH:9][C:8]=1[C:10](=[O:11])[C:12]1[CH:17]=[CH:16][CH:15]=[C:14]([F:18])[CH:13]=1 |f:2.3|. Procedure details: A total of 18.7 g of [5-(dimethoxymethyl)-2-fluorophenyl](3-fluorophenyl)methanone was dissolved in 100 ml of tetrahydrofuran, and 5 ml of 5 N hydrochloric acid was added, followed by stirring at room temperature for 1 hour. To the reaction mixture was added saturated aqueous sodium hydrogencarbonate solution, and the mixture was extracted with ethyl acetate for two times. The organic layer was washed with water, dried over anhydrous magnesium sulfate and the solvent was evaporated, to give 15.8... The reactants are BrC=1C=C(C=C(C1)Br)/C=C/C(=O)OCC ((E)-ethyl 3-(3,5-dibromophenyl)-acrylate), C1(=CC=CC=C1)B(O)O (phenylboronic acid). The product is C1(=CC=CC=C1)C1=CC(=CC(=C1)/C=C/C(=O)OCC)C1=CC=CC=C1 ((E)-ethyl 3-[1,1′;3′,1″]terphenyl-5′-yl-acrylate). Reaction SMILES: Br[C:2]1[CH:3]=[C:4](/[CH:9]=[CH:10]/[C:11]([O:13][CH2:14][CH3:15])=[O:12])[CH:5]=[C:6](Br)[CH:7]=1.[C:16]1(B(O)O)[CH:21]=[CH:20][CH:19]=[CH:18][CH:17]=1>>[C:16]1([C:2]2[CH:3]=[C:4](/[CH:9]=[CH:10]/[C:11]([O:13][CH2:14][CH3:15])=[O:12])[CH:5]=[C:6]([C:2]3[CH:3]=[CH:4][CH:5]=[CH:6][CH:7]=3)[CH:7]=2)[CH:21]=[CH:20][CH:19]=[CH:18][CH:17]=1. Procedure: The colourless solid, (E)-ethyl 3-[1,1′;3′,1″]terphenyl-5′-yl-acrylate was prepared from (E)-ethyl 3-(3,5-dibromophenyl)-acrylate and phenylboronic acid by a procedure analogous to that described in example 52a. Reactants: CO, COC(=O)C(C)Oc1ccc(Cl)c(Cn2c(C)c(-c3noc4cc(OC)ccc34)c3ccc(OC(F)(F)F)cc32)c1, [Na+], [OH-]. The product is COc1ccc2c(-c3c(C)n(Cc4cc(OC(C)C(=O)O)ccc4Cl)c4cc(OC(F)(F)F)ccc34)noc2c1. RXN SMILES: [CH3:44][OH:45].[Cl:1][c:2]1[c:3]([CH2:15][n:16]2[c:17]([CH3:41])[c:18](-[c:30]3[n:31][o:32][c:33]4[c:34]3[cH:35][cH:36][c:37]([O:39][CH3:40])[cH:38]4)[c:19]3[cH:20][cH:21][c:22]([O:25][C:26]([F:27])([F:28])[F:29])[cH:23][c:24]23)[cH:4][c:5]([O:6][CH:7]([C:8](=[O:9])[O:10][CH3:11])[CH3:12])[cH:13][cH:14]1.[Na+:43].[OH-:42]>>[Cl:1][c:2]1[c:3]([CH2:15][n:16]2[c:17]([CH3:41])[c:18](-[c:30]3[n:31][o:32][c:33]4[c:34]3[cH:35][cH:36][c:37]([O:39][CH3:40])[cH:38]4)[c:19]3[cH:20][cH:21][c:22]([O:25][C:26]([F:27])([F:28])[F:29])[cH:23][c:24]23)[cH:4][c:5]([O:6][CH:7]([C:8](=[O:9])[OH:10])[CH3:12])[cH:13][cH:14]1. Reactants: Cl (hydrochloric acid), N1(CCCCC1)C(=O)O[C@@H](C(=O)N1CCC(CC1)(N1CCOCC1)N1C(NC2=C(CC1)C=CC=C2)=O)CC2=CC(=C(C(=C2)C)O)C (4-(1,2,4,5-tetrahydro-2-oxo-3H-1,3-benzodiazepin-3-yl)-(1R)-1-[(4-hydroxy-3,5-dimethylphenyl)methyl]-2-[4-(4-morpholinyl)-1-piperidinyl]-2-oxoethyl 1-piperidinecarboxylate), C(C)(C)(C)OC (tert-butylmethylether). The solvent is C(C)O (ethanol). Yields the product Cl.N1(CCCCC1)C(=O)O[C@@H](C(=O)N1CCC(CC1)(N1CCOCC1)N1C(NC2=C(CC1)C=CC=C2)=O)CC2=CC(=C(C(=C2)C)O)C (4-(1,2,4,5-tetrahydro-2-oxo-3H-1,3-benzodiazepin-3-yl)-(1R)-1-[(4-hydroxy-3,5-dimethylphenyl)methyl]-2-[4-(4-morpholinyl)-1-piperidinyl]-2-oxoethyl 1-piperidinecarboxylate hydrochloride). RXN SMILES: [N:1]1([C:7]([O:9][C@H:10]([CH2:37][C:38]2[CH:43]=[C:42]([CH3:44])[C:41]([OH:45])=[C:40]([CH3:46])[CH:39]=2)[C:11]([N:13]2[CH2:18][CH2:17][C:16]([N:25]3[CH2:31][CH2:30][C:29]4[CH:32]=[CH:33][CH:34]=[CH:35][C:28]=4[NH:27][C:26]3=[O:36])([N:19]3[CH2:24][CH2:23][O:22][CH2:21][CH2:20]3)[CH2:15][CH2:14]2)=[O:12])=[O:8])[CH2:6][CH2:5][CH2:4][CH2:3][CH2:2]1.[ClH:47].C(OC)(C)(C)C>C(O)C>[ClH:47].[N:1]1([C:7]([O:9][C@H:10]([CH2:37][C:38]2[CH:43]=[C:42]([CH3:44])[C:41]([OH:45])=[C:40]([CH3:46])[CH:39]=2)[C:11]([N:13]2[CH2:14][CH2:15][C:16]([N:25]3[CH2:31][CH2:30][C:29]4[CH:32]=[CH:33][CH:34]=[CH:35][C:28]=4[NH:27][C:26]3=[O:36])([N:19]3[CH2:24][CH2:23][O:22][CH2:21][CH2:20]3)[CH2:17][CH2:18]2)=[O:12])=[O:8])[CH2:2][CH2:3][CH2:4][CH2:5][CH2:6]1 |f:4.5|. Procedure details: 0.5 g (0.79 mmol) 4-(1,2,4,5-tetrahydro-2-oxo-3H-1,3-benzodiazepin-3-yl)-(1R)-1-[(4-hydroxy-3,5-dimethylphenyl)methyl]-2-[4-(4-morpholinyl)-1-piperidinyl]-2-oxoethyl 1-piperidinecarboxylate are dissolved in 5 ml of ethanol at ambient temperature and combined with 65.3 μl hydrochloric acid (37% in water). After 2 hours at ambient temperature tert-butylmethylether is added dropwise until turbidity sets in. After another 2 hours at ambient temperature the white precipitate formed is filtered off, w... The reactants are ice water, NC1=CC=CC=C1 (Aniline), BrCCCCCC(=O)OC (methyl 6-bromohexanoate), O.O.O.C(C)(=O)[O-].[Na+] (sodium acetate trihydrate). Solvent: C(C)O (ethanol). Product: COC(=O)CCCCCNC1=CC=CC=C1 (N-(5-methoxycarbonylpentyl)aniline). Reaction SMILES: [NH2:1][C:2]1[CH:7]=[CH:6][CH:5]=[CH:4][CH:3]=1.Br[CH2:9][CH2:10][CH2:11][CH2:12][CH2:13][C:14]([O:16][CH3:17])=[O:15].O.O.O.C([O-])(=O)C.[Na+]>C(O)C>[CH3:17][O:16][C:14]([CH2:13][CH2:12][CH2:11][CH2:10][CH2:9][NH:1][C:2]1[CH:7]=[CH:6][CH:5]=[CH:4][CH:3]=1)=[O:15] |f:2.3.4.5.6|. Procedure: Aniline (2.79 g, 2.73 ml), 6.27 g of methyl 6-bromohexanoate and 12.24 g (0.09 mole) of sodium acetate trihydrate are heated at 80°-100° overnight in 15 ml of absolute ethanol. After cooling, the mixture is poured into 75 ml of ice-water and extracted with ether. The organic extract is washed with water, dried over magnesium sulfate and evaporated in vacuo to give N-(5-methoxycarbonylpentyl)aniline. Reactants: ClC(Cl)(Cl)Cl, C1CCOC1, O=C1CCC(=O)N1Cl, CSC1C(=O)Nc2ccc(C)c(Cl)c21, O. Yields the product Cc1ccc2c(c1Cl)C(=O)C(=O)N2. RXN SMILES: [C:29]([Cl:30])([Cl:31])([Cl:32])[Cl:33].[CH2:23]1[O:24][CH2:25][CH2:26][CH2:27]1.[Cl:15][N:16]1[C:17](=[O:19])[CH2:20][CH2:21][C:22]1=[O:18].[Cl:1][c:2]1[c:3]2[c:7]([cH:8][cH:9][c:10]1[CH3:11])[NH:6][C:5](=[O:12])[CH:4]2[S:13][CH3:14].[OH2:28]>>[Cl:1][c:2]1[c:3]2[c:7]([cH:8][cH:9][c:10]1[CH3:11])[NH:6][C:5](=[O:12])[C:4]2=[O:18].